This data is from the Open Reaction Database (ORD), a public repository of structured organic reaction records. The task is: describe an organic reaction: reactants, conditions, products, and yield Reactants: [I-].[K+] (potassium iodide), CC1(OB(OC1(C)C)C=1C=NNC1)C (4,4,5,5-tetramethyl-2-(1H-pyrazol-4-yl)-1,3,2-dioxaborolane), [H-].[Na+] (sodium hydride), BrCCN(CC)CC (2-bromo-N,N-diethylethanamine). Run in C(C)(=O)OCC (ethyl acetate), O (water), O1CCCC1 (tetrahydrofuran). Run at time 90 minute. Yields the product C(C)N(CCN1N=CC(=C1)B1OC(C(O1)(C)C)(C)C)CC (N,N-diethyl-2-(4-(4,4,5,5-tetramethyl-1,3,2-dioxaborolan-2-yl)-1H-pyrazol-1-yl)ethanamine). The yield is 89.9%. Reaction SMILES: [CH3:1][C:2]1([CH3:14])[C:6]([CH3:8])([CH3:7])[O:5][B:4]([C:9]2[CH:10]=[N:11][NH:12][CH:13]=2)[O:3]1.[H-].[Na+].Br[CH2:18][CH2:19][N:20]([CH2:23][CH3:24])[CH2:21][CH3:22].[I-].[K+]>O1CCCC1.C(OCC)(=O)C.O>[CH2:19]([N:20]([CH2:23][CH3:24])[CH2:21][CH2:22][N:12]1[CH:13]=[C:9]([B:4]2[O:5][C:6]([CH3:7])([CH3:8])[C:2]([CH3:14])([CH3:1])[O:3]2)[CH:10]=[N:11]1)[CH3:18] |f:1.2,4.5|. Procedure details: To a solution of 4,4,5,5-tetramethyl-2-(1H-pyrazol-4-yl)-1,3,2-dioxaborolane (250 mg, 1.29 mmol) and sodium hydride (61.8 mg, 2.58 mmol) in tetrahydrofuran at 0° C. was added 2-bromo-N,N-diethylethanamine (558 mg, 2.58 mmol). The reaction was allowed to warm up to room temperature and was monitored by LCMS. After 90 minutes there was still no reaction and potassium iodide (1.71 g, 10.3 mmol) was added and the reaction was heated at 50° C. overnight. The reaction mixture was diluted with a large ...